From a dataset of the Open Reaction Database (ORD), a public repository of structured organic reaction records. describe an organic reaction: reactants, conditions, products, and yield Reactants: COc1ccc(C(C)(C)C=CCc2cccc(Oc3ccccc3)c2)cc1, COc1ccc(C(C)(C)CC=Cc2cccc(Oc3ccccc3)c2)cc1. Product: COc1ccc(C(C)(C)CCCc2cccc(Oc3ccccc3)c2)cc1. As a reaction SMILES: [O:1]([c:2]1[cH:3][cH:4][cH:5][cH:6][cH:7]1)[c:8]1[cH:9][c:10]([CH2:14][CH:15]=[CH:16][C:17]([CH3:18])([CH3:19])[c:20]2[cH:21][cH:22][c:23]([O:26][CH3:27])[cH:24][cH:25]2)[cH:11][cH:12][cH:13]1.[O:28]([c:29]1[cH:30][c:31]([CH:32]=[CH:33][CH2:34][C:35]([c:36]2[cH:37][cH:38][c:39]([O:40][CH3:41])[cH:42][cH:43]2)([CH3:44])[CH3:45])[cH:46][cH:47][cH:48]1)[c:49]1[cH:50][cH:51][cH:52][cH:53][cH:54]1>>[O:1]([c:2]1[cH:3][cH:4][cH:5][cH:6][cH:7]1)[c:8]1[cH:9][c:10]([CH2:14][CH2:15][CH2:16][C:17]([CH3:18])([CH3:19])[c:20]2[cH:21][cH:22][c:23]([O:26][CH3:27])[cH:24][cH:25]2)[cH:11][cH:12][cH:13]1. The reactants are O1CCOC12CCN(CC2)C2=CC=C(C(=O)OCC)C=C2 (ethyl 4-(1,4-dioxa-8-azaspiro(4.5)dec-8-yl)benzoate). Yields the product O=C1CCN(CC1)C1=CC=C(C(=O)OCC)C=C1 (ethyl 4-(4-oxopiperidin-1-yl)benzoate). Run in C(C)(=O)O (acetic acid). As a reaction SMILES: O1[C:5]2([CH2:10][CH2:9][N:8]([C:11]3[CH:21]=[CH:20][C:14]([C:15]([O:17][CH2:18][CH3:19])=[O:16])=[CH:13][CH:12]=3)[CH2:7][CH2:6]2)[O:4]CC1>C(O)(=O)C>[O:4]=[C:5]1[CH2:6][CH2:7][N:8]([C:11]2[CH:21]=[CH:20][C:14]([C:15]([O:17][CH2:18][CH3:19])=[O:16])=[CH:13][CH:12]=2)[CH2:9][CH2:10]1. Procedure details: A solution of Example 158A (6.31g, 21.7 mmol) and 30% aqueous acetic acid (100 mL) in TMF (50 mL) was stirred at 95° C. for 6 hours, cooled to room temperature, concentrated, treated with water, and extracted with dichloromethane. The combined extracts were washed with water and brine, dried (MgSO4), filtered, and concentrated to provide the desired product. MS (DCI) m/e 248 (M+H)+. Reactants: COCCN (2-Methoxyethylamine), C(C)(=O)N(CCOC)C=1C(C2=C(SC(=C2)C(=O)OC)C(C1)=O)=O (methyl 5-[N-acetyl-N-(2-methoxyethyl)amino]-4,7-dihydro-4,7-dioxobenzo[b]thiophene-2-carboxylate). The solvent is O1CCCC1 (tetrahydrofuran). Conditions: time 6.5 hour. The product is C(C)(=O)N(CCOC)C=1C(C2=C(SC(=C2)C(=O)OC)C(C1NCCOC)=O)=O (methyl 5-[N-acetyl-N-(2-methoxyethyl)amino]-4,7-dihydro-6-(2-methoxyethyl)amino-4,7-dioxobenzo[b]thiophene-2-carboxylate). As a reaction SMILES: [CH3:1][O:2][CH2:3][CH2:4][NH2:5].[C:6]([N:9]([C:14]1[C:15](=[O:28])[C:16]2[CH:20]=[C:19]([C:21]([O:23][CH3:24])=[O:22])[S:18][C:17]=2[C:25](=[O:27])[CH:26]=1)[CH2:10][CH2:11][O:12][CH3:13])(=[O:8])[CH3:7]>O1CCCC1>[C:6]([N:9]([C:14]1[C:15](=[O:28])[C:16]2[CH:20]=[C:19]([C:21]([O:23][CH3:24])=[O:22])[S:18][C:17]=2[C:25](=[O:27])[C:26]=1[NH:5][CH2:4][CH2:3][O:2][CH3:1])[CH2:10][CH2:11][O:12][CH3:13])(=[O:8])[CH3:7]. Procedure details: 2-Methoxyethylamine (0.15 ml) was added to a solution of methyl 5-[N-acetyl-N-(2-methoxyethyl)amino]-4,7-dihydro-4,7-dioxobenzo[b]thiophene-2-carboxylate (0.39 g) in tetrahydrofuran (30 ml) and the mixture was stirred at room temperature for 6.5 hours. The solvent was evaporated and the residue was purified by silica gel column chromatography (elution with hexane-ethyl acetate 50:1 solution) to give methyl 5-[N-acetyl-N-(2-methoxyethyl)amino]-4,7-dihydro-6-(2-methoxyethyl)amino-4,7-dioxobenzo[b]... The reactants are [BH4-], CCO, [Na+], O=C(Cn1ccnc1)c1ccc2c(c1)Cc1ccccc1-2. The product is OC(Cn1ccnc1)c1ccc2c(c1)Cc1ccccc1-2. Reaction SMILES: [BH4-:1].[CH3:24][CH2:25][OH:26].[Na+:2].[n:3]1([CH2:8][C:9](=[O:10])[c:11]2[cH:12][c:13]3[c:21]([cH:22][cH:23]2)-[c:20]2[c:15]([cH:16][cH:17][cH:18][cH:19]2)[CH2:14]3)[cH:4][n:5][cH:6][cH:7]1>>[n:3]1([CH2:8][CH:9]([OH:10])[c:11]2[cH:12][c:13]3[c:21]([cH:22][cH:23]2)-[c:20]2[c:15]([cH:16][cH:17][cH:18][cH:19]2)[CH2:14]3)[cH:4][n:5][cH:6][cH:7]1.